From a dataset of the Open Reaction Database (ORD), a public repository of structured organic reaction records. describe an organic reaction: reactants, conditions, products, and yield Reactants: CC1COCCN1Cc1cccc(Br)n1, CC(C)(O)c1cc(F)c(-c2cc(C(N)=O)c(N)s2)c(F)c1. The product is CC1COCCN1Cc1cccc(Nc2sc(-c3c(F)cc(C(C)(C)O)cc3F)cc2C(N)=O)n1. Reaction SMILES: [Br:22][c:23]1[cH:24][cH:25][cH:26][c:27]([CH2:29][N:30]2[CH:31]([CH3:36])[CH2:32][O:33][CH2:34][CH2:35]2)[n:28]1.[NH2:1][c:2]1[s:3][c:4](-[c:10]2[c:11]([F:21])[cH:12][c:13]([C:17]([CH3:18])([CH3:19])[OH:20])[cH:14][c:15]2[F:16])[cH:5][c:6]1[C:7](=[O:8])[NH2:9]>>[NH:1]([c:2]1[s:3][c:4](-[c:10]2[c:11]([F:21])[cH:12][c:13]([C:17]([CH3:18])([CH3:19])[OH:20])[cH:14][c:15]2[F:16])[cH:5][c:6]1[C:7](=[O:8])[NH2:9])[c:23]1[cH:24][cH:25][cH:26][c:27]([CH2:29][N:30]2[CH:31]([CH3:36])[CH2:32][O:33][CH2:34][CH2:35]2)[n:28]1. The reactants are O=[N+]([O-])c1cc(F)c(Br)cc1F, CC(C)(C)[O-], CS(C)=O, CCOC(C)=O, Cc1ccc(Cl)c(O)c1F, [K+], C1COCCOCCOCCOCCOCCO1. Yields the product Cc1ccc(Cl)c(Oc2cc(Br)c(F)cc2[N+](=O)[O-])c1F. RXN SMILES: [Br:35][c:36]1[c:37]([F:46])[cH:38][c:39]([N+:43](=[O:44])[O-:45])[c:40]([F:42])[cH:41]1.[CH3:29][C:30]([CH3:31])([O-:32])[CH3:33].[CH3:47][S:48]([CH3:49])=[O:50].[CH3:51][CH2:52][O:53][C:54]([CH3:55])=[O:56].[Cl:1][c:2]1[cH:3][cH:4][c:5]([CH3:10])[c:6]([F:9])[c:7]1[OH:8].[K+:34].[O:11]1[CH2:12][CH2:13][O:14][CH2:15][CH2:16][O:17][CH2:18][CH2:19][O:20][CH2:21][CH2:22][O:23][CH2:24][CH2:25][O:26][CH2:27][CH2:28]1>>[Cl:1][c:2]1[cH:3][cH:4][c:5]([CH3:10])[c:6]([F:9])[c:7]1[O:8][c:40]1[c:39]([N+:43](=[O:44])[O-:45])[cH:38][c:37]([F:46])[c:36]([Br:35])[cH:41]1. Starting materials: O1CCOC12CCC(CC2)NC ((1,4-dioxa-spiro[4.5]dec-8-yl)-methyl-amine), Br.Br.C(CC)NC1CC2=C(N=C(S2)N)CC1 (N6-propyl-4,5,6,7-tetrahydro-benzothiazole-2,6-diamine dihydrobromide). Product: Br.Br.CNC1CC2=C(N=C(S2)N)CC1 (N6-Methyl-4,5,6,7-tetrahydro-benzothiazole-2,6-diamine dihydrobromide). Yield: 62.0%. Reaction SMILES: O1C2(CCC(NC)CC2)OCC1.[BrH:13].Br.[CH2:15]([NH:18][CH:19]1[CH2:28][CH2:27][C:22]2[N:23]=[C:24]([NH2:26])[S:25][C:21]=2[CH2:20]1)CC>>[BrH:13].[BrH:13].[CH3:15][NH:18][CH:19]1[CH2:28][CH2:27][C:22]2[N:23]=[C:24]([NH2:26])[S:25][C:21]=2[CH2:20]1 |f:1.2.3,4.5.6|. Procedure details: N6-Methyl-4,5,6,7-tetrahydro-benzothiazole-2,6-diamine dihydrobromide (3B) is prepared from 3A as described for 1B. RXN SMILES: Cl[C-:2]1[CH:6]=[CH:5][CH:4]=[CH:3]1.[C-:7]1(Cl)[CH:11]=[CH:10][CH:9]=[CH:8]1.[Zr+2:13].COC>C(OCC)C>[CH3:7][C-:2]1[CH:6]=[CH:5][CH:4]=[CH:3]1.[CH-:7]1[CH:11]=[CH:10][CH:9]=[CH:8]1.[Zr+2:13] |f:0.1.2,5.6.7|. Procedure details: First of all, the polysilane to be employed in this example was synthesized as follows. Namely, a mixture comprising 60 mL (milliliter) of dried diethyl ether and 5.34 g of dichlorozirconocene were stirred in an argon atmosphere at a temperature of −20° C., during which 1.6 μm methyl ether was added little by little to the mixture. After continuing the stirring for 70 minutes, the mixture was further stirred at 0° C. for another 30 minutes. Thereafter, diethyl ether was removed and a white solid... Solvent: C(C)OCC (diethyl ether). Reactants: Cl[C-]1C=CC=C1.[C-]1(C=CC=C1)Cl.[Zr+2] (dichlorozirconocene), COC (methyl ether), polysilane. Conditions: temperature 0 celsius, time 30 minute. Yields the product C[C-]1C=CC=C1.[CH-]1C=CC=C1.[Zr+2] (methylzirconocene). The reactants are C([O-])([O-])=O.[K+].[K+] (Potassium carbonate), C(C)OC(C1=C(N=C(C=C1)OC1=CC=C(C=C1)C#N)Cl)=O (2-chloro-6-(4-cyano phenoxy)nicotinic acid ethyl ester), FC(OC1=CC=C(C=C1)O)(F)F (4-trifluoromethoxy phenol). The solvent is CN(C)C=O (DMF), CN(C)C=O (DMF). Conditions: temperature 80 celsius. Yields the product C(C)OC(C1=C(N=C(C=C1)OC1=CC=C(C=C1)C#N)OC1=CC=C(C=C1)OC(F)(F)F)=O (6-(4-cyano phenoxy)-2-(4-trifluoromethoxy Phenoxy)nicotinic Acid Ethyl Ester). Yield: 94.2%. RXN SMILES: C(=O)([O-])[O-].[K+].[K+].[CH2:7]([O:9][C:10](=[O:27])[C:11]1[CH:16]=[CH:15][C:14]([O:17][C:18]2[CH:23]=[CH:22][C:21]([C:24]#[N:25])=[CH:20][CH:19]=2)=[N:13][C:12]=1Cl)[CH3:8].[F:28][C:29]([F:39])([F:38])[O:30][C:31]1[CH:36]=[CH:35][C:34]([OH:37])=[CH:33][CH:32]=1>CN(C=O)C>[CH2:7]([O:9][C:10](=[O:27])[C:11]1[CH:16]=[CH:15][C:14]([O:17][C:18]2[CH:23]=[CH:22][C:21]([C:24]#[N:25])=[CH:20][CH:19]=2)=[N:13][C:12]=1[O:37][C:34]1[CH:35]=[CH:36][C:31]([O:30][C:29]([F:28])([F:38])[F:39])=[CH:32][CH:33]=1)[CH3:8] |f:0.1.2|. Procedure: Potassium carbonate (60 mg, 0.43 mmol) was added to a stirred and cooled (0° C.) solution of 2-chloro-6-(4-cyano phenoxy)nicotinic acid ethyl ester 0.13 g (0.43 mmol) in 10 ml DMF and stirred for 10 min at the same temperature. This was followed by the addition of 76.5 mg (0.43 mmol) of 4-trifluoromethoxy phenol, dissolved in 2 ml of DMF, over a period of 10 min. After the addition was completed, the contents were allowed to stir at RT. This was followed by heating for 3 h at 80° C. The reaction...